Dataset: the Open Reaction Database (ORD), a public repository of structured organic reaction records. Task: describe an organic reaction: reactants, conditions, products, and yield Starting materials: C(CCC)N(CCC(C)(N)C)CCCC (N1,N1-dibutyl-3-methylbutane-1,3-diamine), C(=O)(OCC1=CC=CC=C1)ON1C(=O)CCC1=O (CbzOSu). Run in C1CCOC1 (THF). Run at time 17 hour. Yields the product C(CCC)N(CCC(C)(C)NC(OCC1=CC=CC=C1)=O)CCCC (Benzyl 4-(dibutylamino)-2-methylbutan-2-ylcarbamate). Isolated yield 76.3%. Reaction SMILES: [CH2:1]([N:5]([CH2:12][CH2:13][CH2:14][CH3:15])[CH2:6][CH2:7][C:8]([CH3:11])([NH2:10])[CH3:9])[CH2:2][CH2:3][CH3:4].[C:16](ON1C(=O)CCC1=O)([O:18][CH2:19][C:20]1[CH:25]=[CH:24][CH:23]=[CH:22][CH:21]=1)=[O:17]>C1COCC1>[CH2:1]([N:5]([CH2:12][CH2:13][CH2:14][CH3:15])[CH2:6][CH2:7][C:8]([NH:10][C:16](=[O:17])[O:18][CH2:19][C:20]1[CH:25]=[CH:24][CH:23]=[CH:22][CH:21]=1)([CH3:11])[CH3:9])[CH2:2][CH2:3][CH3:4]. Reported procedure: Crude N1,N1-dibutyl-3-methylbutane-1,3-diamine (10.18 g, 47.4 mmol) was dissolved into THF (237 mL, 0.2 M). To this solution was added CbzOSu (11.8 g, 1 equiv, 47.4 mmol) in one portion. The reaction was left to stir at room temperature for 17 h. The solvent was removed and the residue was taken up in a mixture of ethyl acetate (600 mL) and water (200 mL). The layers were separated and the organic layer washed with water (2×300 mL) and brine (100 mL). The organic layer was dried over anhydrous M... Starting materials: COC(=O)c1cccc(NC(=O)c2cccc(Cl)c2)c1, NN, C1CCOC1, O. Product: NNC(=O)c1cccc(NC(=O)c2cccc(Cl)c2)c1. As a reaction SMILES: [Cl:1][c:2]1[cH:3][c:4]([C:5](=[O:6])[NH:7][c:8]2[cH:9][c:10]([C:11](=[O:12])[O:13][CH3:14])[cH:15][cH:16][cH:17]2)[cH:18][cH:19][cH:20]1.[NH2:22][NH2:23].[O:24]1[CH2:25][CH2:26][CH2:27][CH2:28]1.[OH2:21]>>[Cl:1][c:2]1[cH:3][c:4]([C:5](=[O:6])[NH:7][c:8]2[cH:9][c:10]([C:11](=[O:12])[NH:22][NH2:23])[cH:15][cH:16][cH:17]2)[cH:18][cH:19][cH:20]1. Starting materials: FC1=C2C=3CCCCC3N3C2=C(C=C1)CCN(CC3)C (8-fluoro-3-methyl-2,3,4,5,9,10,11,12-octahydro-1H-[1,4]diazocino[7,8,1-jk]carbazole), C(#N)[BH3-].[Na+] (sodium cyanoborohydride). Solvent: C(C)(=O)O (acetic acid). Conditions: time 4 hour. The product is FC1=C2C3CCCCC3N3C2=C(C=C1)CCN(CC3)C (8-Fluoro-3-methyl-2,3,4,5,8b,9,10,11,12,12a-decahydro-1H-[1,4]diazocino[7,8,1-jk]carbazole). The yield is 49.7%. Reaction SMILES: [F:1][C:2]1[CH:14]=[CH:13][C:12]2[CH2:15][CH2:16][N:17]([CH3:20])[CH2:18][CH2:19][N:10]3[C:11]=2[C:3]=1[C:4]1[CH2:5][CH2:6][CH2:7][CH2:8][C:9]=13.C([BH3-])#N.[Na+]>C(O)(=O)C>[F:1][C:2]1[CH:14]=[CH:13][C:12]2[CH2:15][CH2:16][N:17]([CH3:20])[CH2:18][CH2:19][N:10]3[C:11]=2[C:3]=1[CH:4]1[CH:9]3[CH2:8][CH2:7][CH2:6][CH2:5]1 |f:1.2|. Procedure: To a solution of 8-fluoro-3-methyl-2,3,4,5,9,10,11,12-octahydro-1H-[1,4]diazocino[7,8,1-jk]carbazole (0.12 g, 0.44 mmole) in acetic acid (50 mL) was added sodium cyanoborohydride (0.12 g, 1.76 mmole) and the reaction mixture was stirred at room temperature for 4 hours. The solvent was removed in vacuo and the residue was diluted with methylene chloride (200 mL) and washed with aqueous sodium hydroxide (1N, 150 mL), saturated sodium chloride (150 mL), dried (sodium sulfate) and concentrated. Puri... The product is OC1CCCC(NC2=C1C=CC=C2)=O (6-hydroxy-3,4,5,6-tetrahydro-1-benzazocin-2-(1H)-one). Solvent: C(C)O (ethanol). The reactants are N1C(CCCC(C2=C1C=CC=C2)=O)=O (4,5-dihydro-1-benzazocin-2,6-(1H,3H)dione), [BH4-].[Na+] (sodium borohydride). RXN SMILES: [NH:1]1[C:8]2[CH:9]=[CH:10][CH:11]=[CH:12][C:7]=2[C:6](=[O:13])[CH2:5][CH2:4][CH2:3][C:2]1=[O:14].[BH4-].[Na+]>C(O)C>[OH:13][CH:6]1[C:7]2[CH:12]=[CH:11][CH:10]=[CH:9][C:8]=2[NH:1][C:2](=[O:14])[CH2:3][CH2:4][CH2:5]1 |f:1.2|. Reported procedure: A solution of 4,5-dihydro-1-benzazocin-2,6-(1H,3H)dione (14.2 g), Tetrahedron Letters 4079-4082 (1976), and sodium borohydride (1.4 g) in ethanol (720 ml) is stirred at room temperature for 18 hours. The ethanol is removed under reduced pressure, and the residue dissolved in dichloromethane (350 ml). The solution is extracted with 2N hydrochloric acid (2×200 ml) and saturated brine (100 ml), and dried over sodium sulfate. The solvent is removed under reduced pressure to give 6-hydroxy-3,4,5,6-te... Reported procedure: Pivaloyl chloride (1.036 g, 1.1 equivalents) was added at -20° C. to a solution of 2-hydroxymethyl-cyclohex-4-eneol (7, 1.00 g, 7.81 mmol) in pyridine (10 ml). The reaction mixture was kept at -20° C. for 20 hours, diluted with methanol and ether (50 ml), and the organic layer extracted with 20 ml portions of 10% HCl containing copper sulfate until the blue color in the organic layer had disappeared. The ethereal layer was dried (magnesium sulfate), the solvent removed under vacuum, and the resi... The yield is 92.9%. Reactants: C(C(C)(C)C)(=O)Cl (Pivaloyl chloride), OC[C@@H]1[C@@H](CC=CC1)O (cis-2-Hydroxymethyl-cyclohex-4-eneol). As a reaction SMILES: [C:1](Cl)(=[O:6])[C:2]([CH3:5])([CH3:4])[CH3:3].[OH:8][CH2:9][C@H:10]1[CH2:15][CH:14]=[CH:13][CH2:12][C@H:11]1[OH:16]>N1C=CC=CC=1.CO.CCOCC>[C:1]([O:8][CH2:9][CH:10]1[CH2:15][CH:14]=[CH:13][CH2:12][CH:11]1[OH:16])(=[O:6])[C:2]([CH3:5])([CH3:4])[CH3:3]. Yields the product C(C(C)(C)C)(=O)OCC1C(CC=CC1)O (2-Pivaloyloxymethyl-cyclohex-4-eneol). Solvent: N1=CC=CC=C1 (pyridine), CO (methanol), CCOCC (ether). Conditions: time 20 hour. Reactants: COC(=O)c1ccc(C(N)=O)cc1Br, CN(C)C=O. Product: COC(=O)c1ccc(C#N)cc1Br. As a reaction SMILES: [Br:1][c:2]1[c:3]([C:4](=[O:5])[O:6][CH3:7])[cH:8][cH:9][c:10]([C:12]([NH2:13])=[O:14])[cH:11]1.[O:15]=[CH:16][N:17]([CH3:18])[CH3:19]>>[Br:1][c:2]1[c:3]([C:4](=[O:5])[O:6][CH3:7])[cH:8][cH:9][c:10]([C:12]#[N:13])[cH:11]1. RXN SMILES: [CH3:1][Si:2]([CH3:36])([C:32]([CH3:35])([CH3:34])[CH3:33])[O:3][C@@H:4]([CH2:16][N:17](CC1C=CC=CC=1)CC1C=CC=CC=1)[CH2:5][O:6][C:7]1[C:15]2[NH:14][CH:13]=[N:12][C:11]=2[CH:10]=[CH:9][CH:8]=1.C([O-])=O.[NH4+]>CO.[Pd]>[CH3:1][Si:2]([CH3:36])([C:32]([CH3:34])([CH3:33])[CH3:35])[O:3][C@@H:4]([CH2:16][NH2:17])[CH2:5][O:6][C:7]1[C:15]2[NH:14][CH:13]=[N:12][C:11]=2[CH:10]=[CH:9][CH:8]=1 |f:1.2|. Reactants: C[Si](O[C@H](COC1=CC=CC=2N=CNC21)CN(CC2=CC=CC=C2)CC2=CC=CC=C2)(C(C)(C)C)C ((S)-4-[2-(Dimethyl-tert-butylsilyl)oxy-3-(dibenzylamino)propoxy]benzimidazole), C(=O)[O-].[NH4+] (ammonium formate). The reagents and catalysts are [Pd] (palladium on carbon). The solvent is CO (methanol). Product: C[Si](O[C@H](COC1=CC=CC=2N=CNC21)CN)(C(C)(C)C)C ((S)-4-[2-(Dimethyl-tert-butylsilyl)oxy-3-aminopropoxy]-benzimidazole). Procedure details: (S)-4-[2-(Dimethyl-tert-butylsilyl)oxy-3-(dibenzylamino)propoxy]benzimidazole (1.27 g. 2.5 mmol) was dissolved in methanol (140 mL) and treated with an excess of ammonium formate (1.64 g, 25.0 mmol) followed by 10% palladium on carbon (410 mg). The resulting suspension was stirred at reflux for 1 hour. After cooling, the reaction mixture was filtered through a pad of celite. The filtrate was concentrated in vacuo to a brown oil (780 mg, 97%). NMR.